From a dataset of the Open Reaction Database (ORD), a public repository of structured organic reaction records. describe an organic reaction: reactants, conditions, products, and yield Reactants: Cc1[nH]c(C(=O)NC2CCNCC2)cc1Br, Cc1[nH]c(C(=O)NC2CCN(C(=O)OC(C)(C)C)CC2)c(Cl)c1Cl, Cl, O=C(O)c1cc2c(C(F)(F)F)cccc2[nH]1. The product is Cc1[nH]c(C(=O)NC2CCN(C(=O)c3cc4c(C(F)(F)F)cccc4[nH]3)CC2)cc1Br. As a reaction SMILES: [Br:26][c:27]1[cH:28][c:29]([C:33](=[O:34])[NH:35][CH:36]2[CH2:37][CH2:38][NH:39][CH2:40][CH2:41]2)[nH:30][c:31]1[CH3:32].[Cl:1][c:2]1[c:3]([Cl:4])[c:5]([CH3:6])[nH:7][c:8]1[C:9]([NH:10][CH:11]1[CH2:12][CH2:13][N:14]([C:15]([O:16][C:17]([CH3:18])([CH3:19])[CH3:20])=[O:21])[CH2:22][CH2:23]1)=[O:24].[ClH:25].[F:42][C:43]([c:44]1[c:45]2[cH:46][c:47]([C:53](=[O:54])[OH:55])[nH:48][c:49]2[cH:50][cH:51][cH:52]1)([F:56])[F:57]>>[Br:26][c:27]1[cH:28][c:29]([C:33](=[O:34])[NH:35][CH:36]2[CH2:37][CH2:38][N:39]([C:53]([c:47]3[cH:46][c:45]4[c:44]([C:43]([F:42])([F:56])[F:57])[cH:52][cH:51][cH:50][c:49]4[nH:48]3)=[O:54])[CH2:40][CH2:41]2)[nH:30][c:31]1[CH3:32]. The reactants are CC(Br)C(=O)c1ccccc1, O=C([O-])[O-], CCOC(=O)c1cn[nH]c1N, CCOC(C)=O, CCCCCC, CCOC(C)=O, [Na+], [Na+], CN(C)C=O. Product: CCOC(=O)c1cnn(C(C)C(=O)c2ccccc2)c1N. Reaction SMILES: [Br:18][CH:19]([C:20](=[O:21])[c:22]1[cH:23][cH:24][cH:25][cH:26][cH:27]1)[CH3:28].[C:12](=[O:13])([O-:14])[O-:15].[CH2:1]([CH3:2])[O:3][C:4](=[O:5])[c:6]1[cH:7][n:8][nH:9][c:10]1[NH2:11].[CH3:29][CH2:30][O:31][C:32]([CH3:33])=[O:34].[CH3:35][CH2:36][CH2:37][CH2:38][CH2:39][CH3:40].[CH3:46][CH2:47][O:48][C:49]([CH3:50])=[O:51].[Na+:16].[Na+:17].[O:41]=[CH:42][N:43]([CH3:44])[CH3:45]>>[CH2:1]([CH3:2])[O:3][C:4](=[O:5])[c:6]1[cH:7][n:8][n:9]([CH:19]([C:20](=[O:21])[c:22]2[cH:23][cH:24][cH:25][cH:26][cH:27]2)[CH3:28])[c:10]1[NH2:11]. Reactants: C#CCO, ClC(Cl)Cl, CCN(C(C)C)C(C)C, Fc1ccc(Cl)cc1I, [Cu]I, C1CCOC1, O=C(C=Cc1ccccc1)C=Cc1ccccc1, O=C(C=Cc1ccccc1)C=Cc1ccccc1, O=C(C=Cc1ccccc1)C=Cc1ccccc1, [Pd], [Pd], c1ccc(P(c2ccccc2)c2ccccc2)cc1. The product is OCC#Cc1cc(Cl)ccc1F. RXN SMILES: [CH2:29]([C:30]#[CH:31])[OH:32].[CH:100]([Cl:101])([Cl:102])[Cl:103].[CH:33]([N:34]([CH:35]([CH3:36])[CH3:37])[CH2:38][CH3:39])([CH3:40])[CH3:41].[Cl:1][c:2]1[cH:3][cH:4][c:5]([F:9])[c:6]([I:8])[cH:7]1.[Cu:42][I:43].[O:104]1[CH2:105][CH2:106][CH2:107][CH2:108]1.[O:46]=[C:47]([CH:48]=[CH:49][c:50]1[cH:51][cH:52][cH:53][cH:54][cH:55]1)[CH:56]=[CH:57][c:58]1[cH:59][cH:60][cH:61][cH:62][cH:63]1.[O:64]=[C:65]([CH:66]=[CH:67][c:68]1[cH:69][cH:70][cH:71][cH:72][cH:73]1)[CH:74]=[CH:75][c:76]1[cH:77][cH:78][cH:79][cH:80][cH:81]1.[O:82]=[C:83]([CH:84]=[CH:85][c:86]1[cH:87][cH:88][cH:89][cH:90][cH:91]1)[CH:92]=[CH:93][c:94]1[cH:95][cH:96][cH:97][cH:98][cH:99]1.[Pd:44].[Pd:45].[c:10]1([P:11]([c:12]2[cH:13][cH:14][cH:15][cH:16][cH:17]2)[c:18]2[cH:19][cH:20][cH:21][cH:22][cH:23]2)[cH:24][cH:25][cH:26][cH:27][cH:28]1>>[Cl:1][c:2]1[cH:3][cH:4][c:5]([F:9])[c:6]([C:31]#[C:30][CH2:29][OH:32])[cH:7]1. Reactants: ClC1=C2C=CNC2=CC=C1 (4-chloro indole), ClC1=C(C=O)C=CC(=C1)F (2-chloro 4-fluorobenzaldehyde), C(C1=CC=CC=C1)Br (benzyl bromide). The product is ClC1=C2C(=CN(C2=CC=C1)CC1=CC=CC=C1)C(C1=C(C=C(C=C1)F)Cl)C1=CN(C2=CC=CC(=C12)Cl)CC1=CC=CC=C1 (Bis(4-chloro-1-benzylindol-3-yl)-(2-chloro-4-fluorophenyl)methane). RXN SMILES: [Cl:1][C:2]1[CH:10]=[CH:9][CH:8]=[C:7]2[C:3]=1[CH:4]=[CH:5][NH:6]2.[Cl:11][C:12]1[CH:19]=[C:18]([F:20])[CH:17]=[CH:16][C:13]=1[CH:14]=O.[CH2:21](Br)[C:22]1[CH:27]=[CH:26][CH:25]=[CH:24][CH:23]=1>>[Cl:1][C:2]1[CH:10]=[CH:9][CH:8]=[C:7]2[C:3]=1[C:4]([CH:14]([C:4]1[C:3]3[C:7](=[CH:8][CH:9]=[CH:10][C:2]=3[Cl:1])[N:6]([CH2:4][C:3]3[CH:7]=[CH:8][CH:9]=[CH:10][CH:2]=3)[CH:5]=1)[C:13]1[CH:16]=[CH:17][C:18]([F:20])=[CH:19][C:12]=1[Cl:11])=[CH:5][N:6]2[CH2:21][C:22]1[CH:27]=[CH:26][CH:25]=[CH:24][CH:23]=1. Procedure: The compound Bis(4-chloro-1-benzylindol-3-yl)-(2-chloro-4-fluorophenyl)methane was prepared following procedure A, starting from 4-chloro indole and 2-chloro 4-fluorobenzaldehyde, resulted compound was reacted with benzyl bromide following procedure B. LC: Tr 2.94 min, MS: 623 (M+H)+